Dataset: the Open Reaction Database (ORD), a public repository of structured organic reaction records. Task: describe an organic reaction: reactants, conditions, products, and yield The reactants are N(=[N+]=[N-])[C@H]1[C@@H](CN(CC1)C(=O)OCC1=CC=CC=C1)OS(=O)(=O)C1=CC=C(C)C=C1 (trans-benzyl 4-azido-3-(tosyloxy)piperidine-1-carboxylate), N(=[N+]=[N-])[C@@H]1CN(CC[C@H]1OS(=O)(=O)C1=CC=C(C)C=C1)C(=O)OCC1=CC=CC=C1 (trans-benzyl 3-azido-4-(tosyloxy)piperidine-1-carboxylate), CuSO4.5H2O, [BH4-].[Na+] (NaBH4), [BH4-].[Na+] (NaBH4). Run in CO (methanol), CO (methanol). Yields the product N[C@H]1[C@@H](CN(CC1)C(=O)OCC1=CC=CC=C1)OS(=O)(=O)C1=CC=C(C)C=C1 (trans-benzyl 4-amino-3-(tosyloxy)piperidine-1-carboxylate), N[C@@H]1CN(CC[C@H]1OS(=O)(=O)C1=CC=C(C)C=C1)C(=O)OCC1=CC=CC=C1 (trans-benzyl 3-amino-4-(tosyloxy)piperidine-1-carboxylate). Isolated yield 64.0%. Reaction SMILES: [BH4-].[Na+].[N:3]([C@@H:6]1[CH2:11][CH2:10][N:9]([C:12]([O:14][CH2:15][C:16]2[CH:21]=[CH:20][CH:19]=[CH:18][CH:17]=2)=[O:13])[CH2:8][C@H:7]1[O:22][S:23]([C:26]1[CH:32]=[CH:31][C:29]([CH3:30])=[CH:28][CH:27]=1)(=[O:25])=[O:24])=[N+]=[N-].[N:33]([C@H:36]1[C@H:41]([O:42][S:43]([C:46]2[CH:52]=[CH:51][C:49]([CH3:50])=[CH:48][CH:47]=2)(=[O:45])=[O:44])[CH2:40][CH2:39][N:38]([C:53]([O:55][CH2:56][C:57]2[CH:62]=[CH:61][CH:60]=[CH:59][CH:58]=2)=[O:54])[CH2:37]1)=[N+]=[N-]>CO>[NH2:3][C@@H:6]1[CH2:11][CH2:10][N:9]([C:12]([O:14][CH2:15][C:16]2[CH:17]=[CH:18][CH:19]=[CH:20][CH:21]=2)=[O:13])[CH2:8][C@H:7]1[O:22][S:23]([C:26]1[CH:27]=[CH:28][C:29]([CH3:30])=[CH:31][CH:32]=1)(=[O:25])=[O:24].[NH2:33][C@H:36]1[C@H:41]([O:42][S:43]([C:46]2[CH:47]=[CH:48][C:49]([CH3:50])=[CH:51][CH:52]=2)(=[O:44])=[O:45])[CH2:40][CH2:39][N:38]([C:53]([O:55][CH2:56][C:57]2[CH:58]=[CH:59][CH:60]=[CH:61][CH:62]=2)=[O:54])[CH2:37]1 |f:0.1|. Procedure: To a 0° C. solution of CuSO4.5H2O (642 mg, 0.5 equiv) in methanol (30 mL), NaBH4 (200 mg, 1.05 equiv) was added. To the stirred black suspension was added a solution of trans-benzyl 4-azido-3-(tosyloxy)piperidine-1-carboxylate and trans-benzyl 3-azido-4-(tosyloxy)piperidine-1-carboxylate (2.21 g, 5.14 mmol) in methanol (20 mL). Additional NaBH4 (578 mg, 3 equiv) was added in four portions over the course of 1 h. The reaction mixture was filtered through a pad of Celite and concentrated. The resi... Starting materials: O1C(=CC=C1)C=1OC(=C(N1)COC1=C(C=C(C=C1)CCC[C@H](C(=O)OC)O)OC)C (methyl (R)-(-)-5-[4-[2-(2-furyl)-5-methyl-4-oxazolylmethoxy]-3-methoxyphenyl]-2-hydroxy-pentanoate), ClC(=O)OC1=CC=C(C=C1)[N+](=O)[O-] (4-nitrophenyl chloroformate), Cl (HCl), O (water). The solvent is N1=CC=CC=C1 (pyridine). Reaction conditions: time 1 hour. Yields the product O1C(=CC=C1)C=1OC(=C(N1)COC1=C(C=C(C=C1)CCC[C@H](C(=O)OC)OC(=O)OC1=CC=C(C=C1)[N+](=O)[O-])OC)C (methyl (R)-(+)-5-[4-[2-(2-furyl)-5-methyl-4-oxazolylmethoxy]-3-methoxyphenyl]-2-(4-nitrophenoxycarbonyloxy)pentanoate). Isolated yield 97.7%. Reaction SMILES: [O:1]1[CH:5]=[CH:4][CH:3]=[C:2]1[C:6]1[O:7][C:8]([CH3:30])=[C:9]([CH2:11][O:12][C:13]2[CH:18]=[CH:17][C:16]([CH2:19][CH2:20][CH2:21][C@@H:22]([OH:27])[C:23]([O:25][CH3:26])=[O:24])=[CH:15][C:14]=2[O:28][CH3:29])[N:10]=1.Cl[C:32]([O:34][C:35]1[CH:40]=[CH:39][C:38]([N+:41]([O-:43])=[O:42])=[CH:37][CH:36]=1)=[O:33].O.Cl>N1C=CC=CC=1>[O:1]1[CH:5]=[CH:4][CH:3]=[C:2]1[C:6]1[O:7][C:8]([CH3:30])=[C:9]([CH2:11][O:12][C:13]2[CH:18]=[CH:17][C:16]([CH2:19][CH2:20][CH2:21][C@@H:22]([O:27][C:32]([O:34][C:35]3[CH:36]=[CH:37][C:38]([N+:41]([O-:43])=[O:42])=[CH:39][CH:40]=3)=[O:33])[C:23]([O:25][CH3:26])=[O:24])=[CH:15][C:14]=2[O:28][CH3:29])[N:10]=1. Reported procedure: To a solution of methyl (R)-(-)-5-[4-[2-(2-furyl)-5-methyl-4-oxazolylmethoxy]-3-methoxyphenyl]-2-hydroxy-pentanoate (3.15 g) in pyridine (50 ml) was added 4-nitrophenyl chloroformate (2.3 g), in limited amounts, at room temperature. The mixture was stirred for one hour. The reaction mixture was poured into water, which was acidified with 2N HCl, followed by extraction with ethyl acetate. The ethyl acetate layer was washed with water, dried (MgSO4) and concentrated. The residue was subjected to c... Starting materials: ClC=1C(=CC(=C(C1)S(=O)(=O)N(C=1SC=NN1)CC1=C(C=C(C=C1)OC)OC)F)OC1=C(C=C(C=C1)C1=CC=C(C=C1)C(F)(F)F)C1=CN=NC=C1 (5-Chloro-N-(2,4-dimethoxybenzyl)-2-fluoro-4-{[3-pyridazin-4-yl-4′-(trifluoromethyl)biphenyl-4-yl]oxy}-N-1,3,4-thiadiazol-2-ylbenzenesulfonamide). The solvent is solution, Cl (hydrogen chloride), O1CCOCC1 (1,4-dioxane). Conditions: time 3 hour. Yields the product ClC=1C(=CC(=C(C1)S(=O)(=O)NC=1SC=NN1)F)OC1=C(C=C(C=C1)C1=CC=C(C=C1)C(F)(F)F)C1=CN=NC=C1 (5-Chloro-2-fluoro-4-{[3-pyridazin-4-yl-4′-(trifluoromethyl)biphenyl-4-yl]oxy}-N-1,3,4-thiadiazol-2-ylbenzenesulfonamide). Yield: 25.8%. Reaction SMILES: [Cl:1][C:2]1[C:3]([O:29][C:30]2[CH:35]=[CH:34][C:33]([C:36]3[CH:41]=[CH:40][C:39]([C:42]([F:45])([F:44])[F:43])=[CH:38][CH:37]=3)=[CH:32][C:31]=2[C:46]2[CH:51]=[CH:50][N:49]=[N:48][CH:47]=2)=[CH:4][C:5]([F:28])=[C:6]([S:8]([N:11](CC2C=CC(OC)=CC=2OC)[C:12]2[S:13][CH:14]=[N:15][N:16]=2)(=[O:10])=[O:9])[CH:7]=1>Cl.O1CCOCC1>[Cl:1][C:2]1[C:3]([O:29][C:30]2[CH:35]=[CH:34][C:33]([C:36]3[CH:41]=[CH:40][C:39]([C:42]([F:43])([F:44])[F:45])=[CH:38][CH:37]=3)=[CH:32][C:31]=2[C:46]2[CH:51]=[CH:50][N:49]=[N:48][CH:47]=2)=[CH:4][C:5]([F:28])=[C:6]([S:8]([NH:11][C:12]2[S:13][CH:14]=[N:15][N:16]=2)(=[O:10])=[O:9])[CH:7]=1. Procedure: 5-Chloro-N-(2,4-dimethoxybenzyl)-2-fluoro-4-{[3-pyridazin-4-yl-4′-(trifluoromethyl)biphenyl-4-yl]oxy}-N-1,3,4-thiadiazol-2-ylbenzenesulfonamide (Preparation 24, 213 mg, 0.28 mmol) was dissolved a in 4M solution of hydrogen chloride in 1,4-dioxane (7 mL) and stirred at room temperature for 3 hours. A precipitate formed which was collected by filtration and purified by reverse phase preparative HPLC (Trilution method) to afford the title compound as a solid (44 mg, 26%). The reactants are IC1=CC2=C(NCCN2C(=O)C2=CC=CC=C2)N=C1 ((7-Iodo-3,4-dihydro-2H-pyrido[2,3-b]pyrazin-1-yl)phenyl-methanone), CN(CCCNC(C1=CC=C(C=C1)B1OC(C(O1)(C)C)(C)C)=O)C (N-(3-dimethylamino-propyl)-4-(4,4,5,5-tetramethyl-[1,3,2]dioxaborolan-2-yl)benzamide). The product is C(C1=CC=CC=C1)(=O)N1C2=C(NCC1)N=CC(=C2)C2=CC=C(C(=O)NCCCN(C)C)C=C2 (4-(1-Benzoyl-1,2,3,4-tetrahydropyrido[2,3-b]pyrazin-7-yl)-N-(3-dimethylamino-propyl)benzamide). The yield is 44.0%. Reaction SMILES: I[C:2]1[CH:19]=[N:18][C:5]2[NH:6][CH2:7][CH2:8][N:9]([C:10]([C:12]3[CH:17]=[CH:16][CH:15]=[CH:14][CH:13]=3)=[O:11])[C:4]=2[CH:3]=1.[CH3:20][N:21]([CH3:43])[CH2:22][CH2:23][CH2:24][NH:25][C:26](=[O:42])[C:27]1[CH:32]=[CH:31][C:30](B2OC(C)(C)C(C)(C)O2)=[CH:29][CH:28]=1>>[C:10]([N:9]1[CH2:8][CH2:7][NH:6][C:5]2[N:18]=[CH:19][C:2]([C:30]3[CH:31]=[CH:32][C:27]([C:26]([NH:25][CH2:24][CH2:23][CH2:22][N:21]([CH3:20])[CH3:43])=[O:42])=[CH:28][CH:29]=3)=[CH:3][C:4]1=2)(=[O:11])[C:12]1[CH:17]=[CH:16][CH:15]=[CH:14][CH:13]=1. Procedure details: (7-Iodo-3,4-dihydro-2H-pyrido[2,3-b]pyrazin-1-yl)phenyl-methanone (50 mg) was reacted with N-(3-dimethylamino-propyl)-4-(4,4,5,5-tetramethyl-[1,3,2]dioxaborolan-2-yl)benzamide as in General Procedure 4A to give the title compound as a light yellow solid (44% yield). M.p. 94° C., LCMS: m/z=444.20 (M+H+), 1H-NMR (CDCl3, 400 MHz) δ 1.72-1.80 (m, 2H), 2.27 (s, 6H), 2.48-2.53 (t, J=5.8 Hz, 2H), 3.48-3.54 (m, 2H), 3.67-3.73 (m, 2 h), 3.98-4.04 (m, 2H), 5.44 (bs, 1H), 7.10-7.18 (m, 2H), 7.36-7.48 (m, 6... The reactants are C1(=CC=CC=C1)O (phenol), O.C(C)(=O)[O-].[Ce+3].C(C)(=O)[O-].C(C)(=O)[O-] (cerium (III) acetate monohydrate), [Br-].[Cs+] (cesium bromide), [C]=O (carbon monoxide), [C]=O (carbon monoxide), C(OC1=CC=CC=C1)(OC1=CC=CC=C1)=O (diphenyl carbonate). The reagents and catalysts are [Pd] (Pd), [Pd] (palladium/carbon). The solvent is Hastelloy. Yields the product C(C=1C(O)=CC=CC1)(=O)OC1=CC=CC=C1 (phenyl salicylate). RXN SMILES: [C:1]1([OH:7])[CH:6]=[CH:5][CH:4]=[CH:3][CH:2]=1.O.C([O-])(=O)C.[Ce+3].C([O-])(=O)C.C([O-])(=O)C.[Br-].[Cs+].[C]=O.[C:26](=O)([O:34]C1C=CC=CC=1)[O:27][C:28]1[CH:33]=[CH:32][CH:31]=[CH:30][CH:29]=1>[Pd]>[C:26]([O:27][C:28]1[CH:33]=[CH:32][CH:31]=[CH:30][CH:29]=1)(=[O:34])[C:2]1[C:1](=[CH:6][CH:5]=[CH:4][CH:3]=1)[OH:7] |f:1.2.3.4.5,6.7,^3:23|. Procedure: 3.0 g (32 mmol) of phenol, 25.8 mg (0.012 mmol Pd) of 5%-palladium/carbon, 4.2 mg (0.012 mmol) of cerium (III) acetate monohydrate, and 5.18 mg (0.24 mmol) of cesium bromide were charged in a 30-ml Hastelloy autoclave. After air in the system was replaced by carbon monoxide, 60 Kg/cm2 of carbon monoxide and 30 Kg/cm2 of dry air were introduced into the autoclave, followed by reaction at 100° C. for 3 hours. As a result of gas chromatographic analysis of the reaction solution, the yield of diphen... Reactants: CC(=O)O[BH-](OC(C)=O)OC(C)=O, CC(C)C=O, COc1ccc(CSCCNCc2ccc(Cl)nc2)cc1, ClCCCl, [Mg+2], [Na+], O=S(=O)([O-])[O-]. Product: COc1ccc(CSCCN(Cc2ccc(Cl)nc2)CC(C)C)cc1. Reaction SMILES: [C:27]([O:28][BH-:29]([O:30][C:31](=[O:32])[CH3:33])[O:34][C:35](=[O:36])[CH3:37])(=[O:38])[CH3:39].[CH:22]([CH:23]([CH3:24])[CH3:25])=[O:26].[Cl:1][c:2]1[cH:3][cH:4][c:5]([CH2:8][NH:9][CH2:10][CH2:11][S:12][CH2:13][c:14]2[cH:15][cH:16][c:17]([O:20][CH3:21])[cH:18][cH:19]2)[cH:6][n:7]1.[Cl:47][CH2:48][CH2:49][Cl:50].[Mg+2:41].[Na+:40].[O-:42][S:43](=[O:44])(=[O:45])[O-:46]>>[Cl:1][c:2]1[cH:3][cH:4][c:5]([CH2:8][N:9]([CH2:10][CH2:11][S:12][CH2:13][c:14]2[cH:15][cH:16][c:17]([O:20][CH3:21])[cH:18][cH:19]2)[CH2:22][CH:23]([CH3:24])[CH3:25])[cH:6][n:7]1. Reactants: CC(=O)C.OS(=O)(=O)O.O=[Cr](=O)=O (Jones reagent), CN1N=CC(=C1)C=O (1-methylpyrazole-4-aldehyde), CC(=O)C.OS(=O)(=O)O.O=[Cr](=O)=O (Jones reagent). The solvent is CC(=O)C (acetone). The product is CN1N=CC(=C1)C(=O)O (1-methylpyrazole-4-carboxylic acid). Yield: 52.0%. RXN SMILES: [CH3:1][N:2]1[CH:6]=[C:5]([CH:7]=[O:8])[CH:4]=[N:3]1.CC(C)=[O:11].OS(O)(=O)=O.O=[Cr](=O)=O>CC(C)=O>[CH3:1][N:2]1[CH:6]=[C:5]([C:7]([OH:11])=[O:8])[CH:4]=[N:3]1 |f:1.2.3|. Procedure details: 3.9 g of 1-methylpyrazole-4-aldehyde (described in J. Chem. Soc., page 3314, 1957) was dissolved in 20 ml of acetone, and while heating the solution, the Jones reagent was added. After the reaction, the excess of the Jones reagent was treated with a dilute aqueous alkaline solution, and the precipitate was collected by filtration. The filtrate was made weakly acidic and extracted with ethyl acetate. The extract was dried over anhydrous sodium sulfate, and concentrated under reduced pressure to g... The reactants are N1=CC(=CC=C1)C=CC1=CC(=C(C(=O)N[C@@H](CCSC)C(=O)O)C=C1)C1=C(C=CC=C1)C ({4-[2-(pyrid-3-yl)ethenyl]-2-(2-methylphenyl)benzoyl}methionine). The reagents and catalysts are OS(=O)(=O)O (H2SO4). The solvent is C(CCC)O (n-butanol). Product: C(CCC)OC([C@@H](NCC1=C(C=C(C=C1)C=CC=1C=NC=CC1)C1=C(C=CC=C1)C)CCSC)=O ({4-[2-(Pyrid-3-yl)ethenyl]-2-(2-methylphenyl)benzyl}methionine Butyl Ester). The yield is 86.0%. Reaction SMILES: [N:1]1[CH:6]=[CH:5][CH:4]=[C:3]([CH:7]=[CH:8][C:9]2[CH:25]=[CH:24][C:12]([C:13]([NH:15][C@H:16]([C:21]([OH:23])=[O:22])[CH2:17][CH2:18][S:19][CH3:20])=O)=[C:11]([C:26]3[CH:31]=[CH:30][CH:29]=[CH:28][C:27]=3[CH3:32])[CH:10]=2)[CH:2]=1>C(O)CCC.OS(O)(=O)=O>[CH2:2]([O:23][C:21](=[O:22])[C@H:16]([CH2:17][CH2:18][S:19][CH3:20])[NH:15][CH2:13][C:12]1[CH:24]=[CH:25][C:9]([CH:8]=[CH:7][C:3]2[CH:2]=[N:1][CH:6]=[CH:5][CH:4]=2)=[CH:10][C:11]=1[C:26]1[CH:31]=[CH:30][CH:29]=[CH:28][C:27]=1[CH3:32])[CH2:3][CH2:4][CH3:5]. Reported procedure: {4-[2-(pyrid-3-yl)ethenyl]-2-(2-methylphenyl)benzoyl}methionine (138 mg, 0.30 mmol) was heated at 100° C. for 2 hours in n-butanol (5 mL) with 1 drop of H2SO4. The reaction was evaporated to dryness, partitioned between ethyl acetate and 5% NaHCO3, washed with water and brine, and dried over Na2SO4 to provide the title compound in 86% yield. 1H NMR (CDCl3, 300 MHz) δ 0.92 (t, 3H), 1.35 (m, 2H), 1.60 (m, 2H), 1.86 (m, 1H), 2.1 (m, 9H), 4.08 (m, 2H), 4.62 (m, 1H), 5.97 (d, 1H), 7.18-8.04 (m, 1H), ...